This data is from the Open Reaction Database (ORD), a public repository of structured organic reaction records. The task is: describe an organic reaction: reactants, conditions, products, and yield The reactants are C(C)OC(C=CC(CC1=CC2=CC=CC=C2C=C1)N(C(C1=CC(=CC(=C1)C(F)(F)F)C(F)(F)F)=O)C)=O (4-[N-methyl-N-(3,5-bistrifluoromethyl-benzoyl)-amino]-5-(naphth-2-yl)-pent-2-enoic acid ethyl ester). The reagents and catalysts are [Pd] (palladium). Run in O1CCCC1 (tetrahydrofuran). The product is C(C)OC(CCC(CC1=CC2=CC=CC=C2C=C1)N(C(C1=CC(=CC(=C1)C(F)(F)F)C(F)(F)F)=O)C)=O (4-[N-Methyl-N-(3,5-bistrifluoromethyl-benzoyl)-amino]-5-(naphth-2-yl)-pentanoic acid ethyl ester). As a reaction SMILES: [CH2:1]([O:3][C:4](=[O:37])[CH:5]=[CH:6][CH:7]([N:19]([CH3:36])[C:20](=[O:35])[C:21]1[CH:26]=[C:25]([C:27]([F:30])([F:29])[F:28])[CH:24]=[C:23]([C:31]([F:34])([F:33])[F:32])[CH:22]=1)[CH2:8][C:9]1[CH:18]=[CH:17][C:16]2[C:11](=[CH:12][CH:13]=[CH:14][CH:15]=2)[CH:10]=1)[CH3:2]>O1CCCC1.[Pd]>[CH2:1]([O:3][C:4](=[O:37])[CH2:5][CH2:6][CH:7]([N:19]([CH3:36])[C:20](=[O:35])[C:21]1[CH:26]=[C:25]([C:27]([F:28])([F:29])[F:30])[CH:24]=[C:23]([C:31]([F:33])([F:34])[F:32])[CH:22]=1)[CH2:8][C:9]1[CH:18]=[CH:17][C:16]2[C:11](=[CH:12][CH:13]=[CH:14][CH:15]=2)[CH:10]=1)[CH3:2]. Reported procedure: A solution of 20.0 g of 4-[N-methyl-N-(3,5-bistrifluoromethyl-benzoyl)-amino]-5-(naphth-2-yl)-pent-2-enoic acid ethyl ester in 200 ml of tetrahydrofuran is hydrogenated at 20° C. for 2 hours in the presence of 1.0 g of palladium/activated carbon (10%). The reaction mixture is then filtered and concentrated by evaporation. In this way the title compound is obtained in the form of a colourless oil. Rf value=0.50 (hexane/ethyl acetate:1:1). IR(CH2Cl2) cm-1 : 2978, 1729, 1639, 1405, 1339, 1278, 1183... The reactants are C([O-])([O-])=O.[K+].[K+] (Potassium carbonate), O(C1=CC=CC=C1)C=1C=C(C=CC1)CC#N (3-Phenoxyphenylacetonitrile), OO (hydrogen peroxide). The solvent is CS(=O)C (DMSO). Reaction conditions: time 40 minute. The product is O(C1=CC=CC=C1)C=1C=C(C=CC1)CC(=O)N (3-phenoxyphenylacetamide). RXN SMILES: [O:1]([C:8]1[CH:9]=[C:10]([CH2:14][C:15]#[N:16])[CH:11]=[CH:12][CH:13]=1)[C:2]1[CH:7]=[CH:6][CH:5]=[CH:4][CH:3]=1.C(=O)([O-])[O-:18].[K+].[K+].OO>CS(C)=O>[O:1]([C:8]1[CH:9]=[C:10]([CH2:14][C:15]([NH2:16])=[O:18])[CH:11]=[CH:12][CH:13]=1)[C:2]1[CH:3]=[CH:4][CH:5]=[CH:6][CH:7]=1 |f:1.2.3|. Reported procedure: 3-Phenoxyphenylacetonitrile (1.0 g; 4.8 mmol) was dissolved in DMSO (3 mL) and cooled in an ice-water bath. Potassium carbonate (0.2 g; 1.5 mmol) was added, followed by dropwise addition of 1.0 mL of 30% hydrogen peroxide. The bath was removed, and the mixture allowed to warm to room temperature while stirring for 40 min. Water was added, and the product isolated as a white crystalline solid by filtration, and washed with fresh water. mp 115-117° C. Starting materials: ClCc1cc(OCc2ccccc2)ccn1, C1N2CN3CN1CN(C2)C3, CCOCC, CO, ClCCl, Cl, [I-], [Na+]. Product: NCc1cc(OCc2ccccc2)ccn1. Reaction SMILES: [CH2:13]([c:14]1[cH:15][cH:16][cH:17][cH:18][cH:19]1)[O:20][c:21]1[cH:22][c:23]([CH2:27][Cl:28])[n:24][cH:25][cH:26]1.[CH2:1]1[N:2]2[CH2:9][N:7]3[CH2:6][N:5]([CH2:4][N:3]1[CH2:8]3)[CH2:10]2.[CH2:35]([O:36][CH2:37][CH3:38])[CH3:39].[CH3:33][OH:34].[Cl:30][CH2:31][Cl:32].[ClH:29].[I-:12].[Na+:11]>>[NH2:2][CH2:27][c:23]1[cH:22][c:21]([O:20][CH2:13][c:14]2[cH:15][cH:16][cH:17][cH:18][cH:19]2)[cH:26][cH:25][n:24]1. The reactants are [Al+3], CCCNc1c2c(nc3ccccc13)CCCC2=O, [Cl-], [H-], [H-], [H-], [H-], [H-], [K+], [Li+], [NH4+], C1CCOC1, [OH-]. Product: CCCNc1c2c(nc3ccccc13)CCCC2O. As a reaction SMILES: [Al+3:21].[CH2:1]([CH2:2][CH3:3])[NH:4][c:5]1[c:6]2[cH:7][cH:8][cH:9][cH:10][c:11]2[n:12][c:13]2[c:18]1[C:17](=[O:19])[CH2:16][CH2:15][CH2:14]2.[Cl-:27].[H-:20].[H-:23].[H-:24].[H-:25].[H-:26].[K+:30].[Li+:22].[NH4+:28].[O:31]1[CH2:32][CH2:33][CH2:34][CH2:35]1.[OH-:29]>>[CH2:1]([CH2:2][CH3:3])[NH:4][c:5]1[c:6]2[cH:7][cH:8][cH:9][cH:10][c:11]2[n:12][c:13]2[c:18]1[CH:17]([OH:19])[CH2:16][CH2:15][CH2:14]2. Reactants: ice, C(C)(=O)C1C(CCCC1=O)=O (2-acetyl1,3-cyclohexanedione), NN (hydrazine). Reported procedure: To an ice-cold solution of 33.3 grams of 2-acetyl1,3-cyclohexanedione in 400 ml of methanol was added dropwise a solution of 7.2 ml of hydrazine in 50 ml of methanol and the resulting reaction mixture was heated at reflux for 20 hours. The solvent was then removed under reduced pressure and the residue was triturated in ethyl ether to give 1,5,6,7-tetrahydro-3-methyl-4H-indazol-4-one as a yellow crystalline solid melting at about 154°-157° C. Reaction SMILES: [C:1]([CH:4]1[C:9](=[O:10])[CH2:8][CH2:7][CH2:6][C:5]1=O)(=O)[CH3:2].[NH2:12][NH2:13]>CO>[CH3:2][C:1]1[C:4]2[C:9](=[O:10])[CH2:8][CH2:7][CH2:6][C:5]=2[NH:13][N:12]=1. Product: CC1=NNC=2CCCC(C12)=O (1,5,6,7-tetrahydro-3-methyl-4H-indazol-4-one). The solvent is CO (methanol), CO (methanol). Starting materials: N#N (N2), CC1(OCCO1)C=1C=C(CN2N=CC(=C2)[N+](=O)[O-])C=CC1 (1-[3-(2-methyl-[1,3]dioxolan-2-yl)-benzyl]-4-nitro-1H-pyrazole), [NH4+].[Cl-] (NH4Cl). Reagents/catalysts: [Fe] (iron). The solvent is CCO (EtOH), O (water). Conditions: temperature 75 celsius, time 2 hour. Product: CC1(OCCO1)C=1C=C(CN2N=CC(=C2)N)C=CC1 (1-[3-(2-Methyl-[1,3]dioxolan-2-yl)-benzyl]-1H-pyrazol-4-ylamine). RXN SMILES: N#N.[CH3:3][C:4]1([C:9]2[CH:10]=[C:11]([CH:21]=[CH:22][CH:23]=2)[CH2:12][N:13]2[CH:17]=[C:16]([N+:18]([O-])=O)[CH:15]=[N:14]2)[O:8][CH2:7][CH2:6][O:5]1.[NH4+].[Cl-]>CCO.O.[Fe]>[CH3:3][C:4]1([C:9]2[CH:10]=[C:11]([CH:21]=[CH:22][CH:23]=2)[CH2:12][N:13]2[CH:17]=[C:16]([NH2:18])[CH:15]=[N:14]2)[O:8][CH2:7][CH2:6][O:5]1 |f:2.3|. Reported procedure: In a flame dried round-bottomed flask equipped with a magnetic stir bar and under inert atmosphere (N2), a solution of 1-[3-(2-methyl-[1,3]dioxolan-2-yl)-benzyl]-4-nitro-1H-pyrazole (148 mg, 0.51 mmol), iron powder (87 mg, 1.54 mmol) and NH4Cl (138 mg, 2.56 mmol) in a mixture of EtOH (2.0 mL) and water (1.0 mL) was stirred at 75° C. for 2 h. The reaction mixture was filtered while hot and concentrated under reduced pressure. CH2Cl2 (20 mL) was added followed by 1N NaOH (20 mL). The aq. layer was... The reactants are solution, [Li+].[OH-] (LiOH), C1(=NC=CC2=C1CCC2)C(=O)OCC (ethyl 6,7-dihydro-5H-cyclopenta[c]pyridine-1-carboxylate). Run in O (water), CO (MeOH), CO (MeOH). Conditions: time 30 minute. Yields the product C1(=NC=CC2=C1CCC2)C(=O)O (6,7-dihydro-5H-cyclopenta[c]pyridine-1-carboxylic acid). Yield: 63.2%. As a reaction SMILES: [Li+].[OH-].[C:3]1([C:12]([O:14]CC)=[O:13])[C:8]2[CH2:9][CH2:10][CH2:11][C:7]=2[CH:6]=[CH:5][N:4]=1>O.CO>[C:3]1([C:12]([OH:14])=[O:13])[C:8]2[CH2:9][CH2:10][CH2:11][C:7]=2[CH:6]=[CH:5][N:4]=1 |f:0.1|. Reported procedure: A 2N solution of LiOH (50 mL) in water was slowly added to the title compound of step 1 (10 g, 52.4 mmol) in MeOH (250 mL) at 0° C. The mixture was allowed to warm to rt and stirred for 30 min. The MeOH was reduced under vacuum and the residual aqueous solution was washed with EtOAc. The organic phase was re-extracted with water. The combined aqueous extracts were acidified to pH=2 with 1N HCl. The water was removed and preparative HPLC gave the title compound (5.4 g, 63%) as a white solid. 1H N...